Dataset: the Open Reaction Database (ORD), a public repository of structured organic reaction records. Task: describe an organic reaction: reactants, conditions, products, and yield Starting materials: BrC1=C(C=CC(=C1)C)I (2-bromo-1-iodo-4-methylbenzene), FCC(CF)=O (1,3-difluoropropan-2-one), C(C)(C)[Mg]Cl (i-PrMgCl), CC(OCC)=O (EA). Solvent: C1CCOC1 (THF), C1CCOC1 (THF). Conditions: temperature 0 celsius, time 1 hour. Yields the product BrC1=C(C=CC(=C1)C)C(CF)(CF)O (2-(2-bromo-4-methylphenyl)-1,3-difluoropropan-2-ol). The yield is 54.2%. RXN SMILES: [Br:1][C:2]1[CH:7]=[C:6]([CH3:8])[CH:5]=[CH:4][C:3]=1I.C([Mg]Cl)(C)C.[F:15][CH2:16][C:17](=[O:20])[CH2:18][F:19].CC(=O)OCC>C1COCC1>[Br:1][C:2]1[CH:7]=[C:6]([CH3:8])[CH:5]=[CH:4][C:3]=1[C:17]([OH:20])([CH2:18][F:19])[CH2:16][F:15]. Reported procedure: To a solution of 2-bromo-1-iodo-4-methylbenzene (18.5 g, 62.3 mmol) in THF (25 mL) at 0° C. was slowly added i-PrMgCl (24 mL, 24 mmol). After being stirred for 1 h at 0° C., the reaction mixture was cooled to −78° C. Then a solution of 1,3-difluoropropan-2-one (0.85 g, 9.04 mmol) in dry THF (25 mL) was added. The mixture was stirred at −70° C. for 1 h, and then dry ice bath was removed. The solution was acidified with HCl (2 N) and extracted with EA (60 mL×2). The combined organic layers were wa... Reactants: N1N=CC2=CC=C(C=C12)[C@@H]1C[C@@]12C(NC1=CC=CC=C21)=O ((1R,2S)-2-(1H-indazol-6-yl)spiro[cyclopropane-1,3′-indolin]-2′-one), C(C1=CC=CC=C1)N1N=CC2=CC=C(C=C12)[C@@H]1C[C@@]12C(N(C1=CC=CC=C21)C)=O ((1R,2S)-2-(1-benzyl-1H-indazol-6-yl)-1′-methylspiro[cyclopropane-1,3′-indolin]-2′-one). Product: N1N=CC2=CC=C(C=C12)[C@@H]1C[C@@]12C(N(C1=CC=CC=C21)C)=O ((1R,2S)-2-(1H-indazol-6-yl)-1′-methylspiro[cyclopropane-1,3′-indolin]-2′-one). The yield is 74.1%. Reaction SMILES: N1C2C(=CC=C([C@H]3[C@@]4(C5C(=CC=CC=5)NC4=O)C3)C=2)C=N1.C([N:29]1[C:37]2[C:32](=[CH:33][CH:34]=[C:35]([C@H:38]3[C@@:40]4([C:48]5[C:43](=[CH:44][CH:45]=[CH:46][CH:47]=5)[N:42]([CH3:49])[C:41]4=[O:50])[CH2:39]3)[CH:36]=2)[CH:31]=[N:30]1)C1C=CC=CC=1>>[NH:29]1[C:37]2[C:32](=[CH:33][CH:34]=[C:35]([C@H:38]3[C@@:40]4([C:48]5[C:43](=[CH:44][CH:45]=[CH:46][CH:47]=5)[N:42]([CH3:49])[C:41]4=[O:50])[CH2:39]3)[CH:36]=2)[CH:31]=[N:30]1. Procedure details: Method 1 (Bn): The title compound was prepared in a manner similar to the method of (1R,2S)-2-(1H-indazol-6-yl)spiro[cyclopropane-1,3′-indolin]-2′-one using (1R,2S)-2-(1-benzyl-1H-indazol-6-yl)-1′-methylspiro[cyclopropane-1,3′-indolin]-2′-one (1.16 g, 3.06 mmol). Purification via column chromatography (silica gel, 3-6% MeOH in CH2Cl2) yielded the title compound as a pale-yellow solid (656 mg, 74%); 1H NMR (400 MHz, CDCl3) δ 10.06 (br. s, 1H), 8.05 (s, 1H), 7.64 (d, 1H, J=7.6 Hz), 7.36 (s, 1H), 7... Starting materials: NC1=NC=C(C(=C1N)N[C@H]1[C@H]([C@@H]2C=C[C@H]1C2)C(=O)N)Br ((1S,2S,3R,4R)-3-(2,3-Diamino-5-bromo-pyridin-4-ylamino)-bicyclo[2.2.1]hept-5-ene-2-carboxylic acid amide), CN(C1=CC=C(C=O)C=C1)C (4-(dimethylamino)benzaldehyde), C(C)(=O)[O-].[NH4+] (ammonium acetate). Run in C(C)O (ethanol). Product: BrC=1C(=C2C(=NC1)NC(=N2)C2=CC=C(C=C2)N(C)C)N[C@H]2[C@H]([C@@H]1C=C[C@H]2C1)C(=O)N ((1S,2S,3R,4R)-3-[6-Bromo-2-(4-dimethylamino-phenyl)-3H-imidazo[4,5-b]pyridin-7-ylamino]-bicyclo[2.2.1]hept-5-ene-2-carboxylic acid amide). Isolated yield 47.1%. Reaction SMILES: [NH2:1][C:2]1[C:7]([NH2:8])=[C:6]([NH:9][C@@H:10]2[C@@H:15]3[CH2:16][C@@H:12]([CH:13]=[CH:14]3)[C@@H:11]2[C:17]([NH2:19])=[O:18])[C:5]([Br:20])=[CH:4][N:3]=1.[CH3:21][N:22]([CH3:31])[C:23]1[CH:30]=[CH:29][C:26]([CH:27]=O)=[CH:25][CH:24]=1.C([O-])(=O)C.[NH4+]>C(O)C>[Br:20][C:5]1[C:6]([NH:9][C@@H:10]2[C@@H:15]3[CH2:16][C@@H:12]([CH:13]=[CH:14]3)[C@@H:11]2[C:17]([NH2:19])=[O:18])=[C:7]2[N:8]=[C:27]([C:26]3[CH:29]=[CH:30][C:23]([N:22]([CH3:31])[CH3:21])=[CH:24][CH:25]=3)[NH:1][C:2]2=[N:3][CH:4]=1 |f:2.3|. Procedure details: (1S,2S,3R,4R)-3-(2,3-Diamino-5-bromo-pyridin-4-ylamino)-bicyclo[2.2.1]hept-5-ene-2-carboxylic acid amide (1.30 mg, 0.386 mmol), 4-(dimethylamino)benzaldehyde (63.3 mg, 0.424 mmol) and ammonium acetate (59.4 mg, 0.771 mmol) were heated in ethanol (5 mL) at 70° C. for 18 hours. The desired product precipitated from the reaction mixture. The mixture was diluted with ethyl ether (5 mL) and filtered. The remaining solid was dried under high vacuum to afford 85 mg (47%) of the title compound. mp: 264-... The reactants are ClCC(=O)NC1=CC(=CC(=C1)Cl)Cl (2-chloro-N-(3,5-dichlorophenyl)acetamide), COC=1C=C(C=CC1OC)CN ((3,4-dimethoxyphenyl)methanamine). Product: ClC=1C=C(C=C(C1)Cl)NC(CNCC1=CC(=C(C=C1)OC)OC)=O (N-(3,5-Dichlorophenyl)-2-[[(3,4-dimethoxyphenyl)methyl]amino]acetamide). RXN SMILES: Cl[CH2:2][C:3]([NH:5][C:6]1[CH:11]=[C:10]([Cl:12])[CH:9]=[C:8]([Cl:13])[CH:7]=1)=[O:4].[CH3:14][O:15][C:16]1[CH:17]=[C:18]([CH2:24][NH2:25])[CH:19]=[CH:20][C:21]=1[O:22][CH3:23]>>[Cl:13][C:8]1[CH:7]=[C:6]([NH:5][C:3](=[O:4])[CH2:2][NH:25][CH2:24][C:18]2[CH:19]=[CH:20][C:21]([O:22][CH3:23])=[C:16]([O:15][CH3:14])[CH:17]=2)[CH:11]=[C:10]([Cl:12])[CH:9]=1. Reported procedure: In a manner similar to Preparation 12, react 2-chloro-N-(3,5-dichlorophenyl)acetamide with (3,4-dimethoxyphenyl)methanamine to obtain the title compound. Starting materials: CCCCOCCOc1ccc(-c2ccc3c(c2)C=C(C(=O)Nc2ccc(Sc4cccc5nccn45)cc2)CCN3CC(C)C)cc1, ClCCl, [Na+], [Na+], O=C(OO)c1cccc(Cl)c1, O=S([O-])([O-])=S. The product is CCCCOCCOc1ccc(-c2ccc3c(c2)C=C(C(=O)Nc2ccc(S(=O)c4cccc5nccn45)cc2)CCN3CC(C)C)cc1. RXN SMILES: [CH2:1]([CH2:2][CH2:3][CH3:4])[O:5][CH2:6][CH2:7][O:8][c:9]1[cH:10][cH:11][c:12](-[c:15]2[cH:16][cH:17][c:18]3[c:19]([cH:48]2)[CH:20]=[C:21]([C:29](=[O:30])[NH:31][c:32]2[cH:33][cH:34][c:35]([S:38][c:39]4[cH:40][cH:41][cH:42][c:43]5[n:44]4[cH:45][cH:46][n:47]5)[cH:36][cH:37]2)[CH2:22][CH2:23][N:24]3[CH2:25][CH:26]([CH3:27])[CH3:28])[cH:13][cH:14]1.[Cl:67][CH2:68][Cl:69].[Na+:65].[Na+:66].[OH:49][O:50][C:51]([c:52]1[cH:53][c:54]([Cl:55])[cH:56][cH:57][cH:58]1)=[O:59].[S:60]([O-:61])([O-:62])(=[O:63])=[S:64]>>[CH2:1]([CH2:2][CH2:3][CH3:4])[O:5][CH2:6][CH2:7][O:8][c:9]1[cH:10][cH:11][c:12](-[c:15]2[cH:16][cH:17][c:18]3[c:19]([cH:48]2)[CH:20]=[C:21]([C:29](=[O:30])[NH:31][c:32]2[cH:33][cH:34][c:35]([S:38]([c:39]4[cH:40][cH:41][cH:42][c:43]5[n:44]4[cH:45][cH:46][n:47]5)=[O:49])[cH:36][cH:37]2)[CH2:22][CH2:23][N:24]3[CH2:25][CH:26]([CH3:27])[CH3:28])[cH:13][cH:14]1. Procedure: A mixture of 1H-1,2,4-triazole (1.17 g), (2R,3S)-2-(2-fluorophenyl)-3-methyl-2-[(1H-1,2,4-triazol-1-yl)methyl] oxirane (2 g), lithium carbonate (6.32 g) and dimethylformamide (40 ml) was stirred for 24 hours at 110° C. After cooling, to the mixture was added ethyl acetate (50 ml). The mixture was filtered to remove insoluble substances. The filtrate was distilled under reduced pressure. The residue was dissolved in ethyl acetate (100 ml). The mixture was washed with saturated saline (30 ml ×2). ... Run in C(C)(=O)OCC (ethyl acetate). The reactants are N1N=CN=C1 (1H-1,2,4-triazole), FC1=C(C=CC=C1)[C@@]1(O[C@H]1C)CN1N=CN=C1 ((2R,3S)-2-(2-fluorophenyl)-3-methyl-2-[(1H-1,2,4-triazol-1-yl)methyl] oxirane), C([O-])([O-])=O.[Li+].[Li+] (lithium carbonate), CN(C=O)C (dimethylformamide). Reaction SMILES: [NH:1]1[CH:5]=[N:4][CH:3]=[N:2]1.[F:6][C:7]1[CH:12]=[CH:11][CH:10]=[CH:9][C:8]=1[C@@:13]1([CH2:17][N:18]2[CH:22]=[N:21][CH:20]=[N:19]2)[C@H:15]([CH3:16])[O:14]1.C(=O)([O-])[O-].[Li+].[Li+].CN(C)C=O>C(OCC)(=O)C>[N:18]1([CH2:17][C@@:13]([C:8]2[CH:9]=[CH:10][CH:11]=[CH:12][C:7]=2[F:6])([OH:14])[C@H:15]([N:1]2[CH:5]=[N:4][CH:3]=[N:2]2)[CH3:16])[CH:22]=[N:21][CH:20]=[N:19]1 |f:2.3.4|. Product: N1(N=CN=C1)C[C@]([C@@H](C)N1N=CN=C1)(O)C1=C(C=CC=C1)F ((2R,3R)-1,3-bis(1H-1,2,4-triazol-1-yl)-2-(2-fluorophenyl)-2-butanol). Run at temperature 110 celsius, time 24 hour. Isolated yield 50.9%. Starting materials: C(C)(=O)N[C@H]1[C@@H]2CC[C@H]([C@](C1)(N2CC2=CC=CC=C2)C2=CC=CC=C2)OCC2=CC(=CC(=C2)C(F)(F)F)C(F)(F)F ((1R*,2R*,5S*,6R*)-6-Acetamido-8-benzyl-2-{[3,5-bis(trifluoromethyl)phenyl]methoxy}-1-phenyl-8-azabicyclo[3.2.1]octane), [N-]=[N+]=[N-].[Na+] (sodium azide), FC(S(=O)(=O)OS(=O)(=O)C(F)(F)F)(F)F (trifluoromethanesulphonic anhydride). Solvent: ClCCl (dichloromethane). Run at time 3 hour. Product: C(C1=CC=CC=C1)N1[C@@]2([C@@H](CC[C@H]1[C@@H](C2)N2N=NN=C2C)OCC2=CC(=CC(=C2)C(F)(F)F)C(F)(F)F)C2=CC=CC=C2 ((1R*,2R*,5S*,6R*)-8-Benzyl-2-{[3,5-bis(trifluoromethyl)phenyl]methoxy}-6-(5-methyl-1H-tetrazol-1-yl)-1-phenyl-8-azabicyclo[3.2.1]octane). Yield: 34.0%. RXN SMILES: [C:1]([NH:4][C@@H:5]1[CH2:11][C@:10]2([C:20]3[CH:25]=[CH:24][CH:23]=[CH:22][CH:21]=3)[N:12]([CH2:13][C:14]3[CH:19]=[CH:18][CH:17]=[CH:16][CH:15]=3)[C@H:6]1[CH2:7][CH2:8][C@H:9]2[O:26][CH2:27][C:28]1[CH:33]=[C:32]([C:34]([F:37])([F:36])[F:35])[CH:31]=[C:30]([C:38]([F:41])([F:40])[F:39])[CH:29]=1)(=O)[CH3:2].[N-:42]=[N+:43]=[N-:44].[Na+].FC(F)(F)S(OS(C(F)(F)F)(=O)=O)(=O)=O>ClCCl>[CH2:13]([N:12]1[C@@H:6]2[C@H:5]([N:4]3[C:1]([CH3:2])=[N:44][N:43]=[N:42]3)[CH2:11][C@@:10]1([C:20]1[CH:25]=[CH:24][CH:23]=[CH:22][CH:21]=1)[C@H:9]([O:26][CH2:27][C:28]1[CH:29]=[C:30]([C:38]([F:40])([F:41])[F:39])[CH:31]=[C:32]([C:34]([F:36])([F:35])[F:37])[CH:33]=1)[CH2:8][CH2:7]2)[C:14]1[CH:15]=[CH:16][CH:17]=[CH:18][CH:19]=1 |f:1.2|. Procedure details: (1R*,2R*,5S*,6R*)-6-Acetamido-8-benzyl-2-{[3,5-bis(trifluoromethyl)phenyl]methoxy}-1-phenyl-8-azabicyclo[3.2.1]octane (Example 109; 384 mg, 0.67 mmol) and sodium azide in dichloromethane (10 ml) were cooled to 0° C. and trifluoromethanesulphonic anhydride (0.11 ml, 0.67 mmol) added. The reaction was warmed to room temperature and stirred for 3 hours then quenched with saturated sodium hydrogen carbonate solution and extracted with dichloromethane (×3). The organics were dried (MgSO4) and concent... Starting materials: COC(=O)C(Cc1ccccc1)N=C=O, CCOC(=O)c1nnc2ccc(N)cc2c1O, c1ccncc1. The product is CCOC(=O)c1nnc2ccc(NC(=O)NC(Cc3ccccc3)C(=O)OC)cc2c1O. As a reaction SMILES: [N:1](=[C:2]=[O:3])[CH:4]([CH2:5][c:6]1[cH:7][cH:8][cH:9][cH:10][cH:11]1)[C:12](=[O:13])[O:14][CH3:15].[NH2:16][c:17]1[cH:18][c:19]2[c:20]([OH:32])[c:21]([C:27](=[O:28])[O:29][CH2:30][CH3:31])[n:22][n:23][c:24]2[cH:25][cH:26]1.[cH:33]1[cH:34][cH:35][n:36][cH:37][cH:38]1>>[NH:1]([C:2](=[O:3])[NH:16][c:17]1[cH:18][c:19]2[c:20]([OH:32])[c:21]([C:27](=[O:28])[O:29][CH2:30][CH3:31])[n:22][n:23][c:24]2[cH:25][cH:26]1)[CH:4]([CH2:5][c:6]1[cH:7][cH:8][cH:9][cH:10][cH:11]1)[C:12](=[O:13])[O:14][CH3:15]. The reactants are Cl (hydrogen chloride), C(C)O (ethanol), C(=O)(O)C(C)N1C([C@H](CCCC1)NC(CCC1=CC=CC=C1)C(=O)OCC)=O (1-(1-carboxyethyl)-3-(S)-[(1-ethoxycarbonyl-3-phenylpropyl)amino]perhydroazepin-2-one). Run at time 8 hour. The product is C(C)OC(=O)C(C)N1C([C@H](CCCC1)NC(CCC1=CC=CC=C1)C(=O)OCC)=O (1-(1-Ethoxycarbonylethyl)-3-(S)-[(1-ethoxycarbonyl-3-phenylpropyl)amino]perhydroazepin-2-one). RXN SMILES: [C:1]([CH:4]([N:6]1[CH2:12][CH2:11][CH2:10][CH2:9][C@H:8]([NH:13][CH:14]([C:23]([O:25][CH2:26][CH3:27])=[O:24])[CH2:15][CH2:16][C:17]2[CH:22]=[CH:21][CH:20]=[CH:19][CH:18]=2)[C:7]1=[O:28])[CH3:5])([OH:3])=[O:2].Cl.[CH2:30](O)[CH3:31]>>[CH2:30]([O:2][C:1]([CH:4]([N:6]1[CH2:12][CH2:11][CH2:10][CH2:9][C@H:8]([NH:13][CH:14]([C:23]([O:25][CH2:26][CH3:27])=[O:24])[CH2:15][CH2:16][C:17]2[CH:22]=[CH:21][CH:20]=[CH:19][CH:18]=2)[C:7]1=[O:28])[CH3:5])=[O:3])[CH3:31]. Procedure details: A solution of 1-(1-carboxyethyl)-3-(S)-[(1-ethoxycarbonyl-3-phenylpropyl)amino]perhydroazepin-2-one (2.94 g.), a diastereoisomeric mixture prepared as in Example 13 from Isomer A of Example 12, with 40 ml. of ethanol was cooled to 0° and saturated with hydrogen chloride. After standing overnight at room temperature the solution was concentrated under vacuum. Dissolution in water, adjustment to pH 7, extraction with ether and concentration gave product as a colorless oil, weight 2.87 g. Tlc on si...